From a dataset of the Open Reaction Database (ORD), a public repository of structured organic reaction records. describe an organic reaction: reactants, conditions, products, and yield Reaction SMILES: [C:19]([O:20][OH:22])(=[O:21])[CH3:23].[CH3:1][c:2]1[n:3]([CH2:15][CH:16]([CH3:17])[CH3:18])[c:4]2[c:5]([cH:6][n:7][c:8]3[cH:9][cH:10][cH:11][n:12][c:13]23)[n:14]1>>[CH3:1][c:2]1[n:3]([CH2:15][CH:16]([CH3:17])[CH3:18])[c:4]2[c:5]([cH:6][n+:7]([O-:21])[c:8]3[cH:9][cH:10][cH:11][n:12][c:13]23)[n:14]1. Product: Cc1nc2c[n+]([O-])c3cccnc3c2n1CC(C)C. Starting materials: CC(=O)OO, Cc1nc2cnc3cccnc3c2n1CC(C)C. Starting materials: [O-]S(=O)(=O)C(F)(F)F (triflate), solution, [Br-].C(C1=CC=CC=C1)[Zn+] (benzylzinc bromide), [Cl-].[NH4+] (ammonium chloride). Reagents/catalysts: C=1C=CC(=CC1)/C=C/C(=O)/C=C/C2=CC=CC=C2.C=1C=CC(=CC1)/C=C/C(=O)/C=C/C2=CC=CC=C2.[Pd] (bis(dibenzylideneacetone)palladium), C1(=CC=CC=C1)P([C-]1C=CC=C1)C1=CC=CC=C1.[C-]1(C=CC=C1)P(C1=CC=CC=C1)C1=CC=CC=C1.[Fe+2] (1,1′-bis(diphenylphosphino)-ferrocene). Run in O1CCCC1 (tetrahydrofuran), O1CCCC1 (tetrahydrofuran). Conditions: temperature 65 celsius. Yields the product C(C1=CC=CC=C1)C1=CC(=C(C#N)C=C1)F (4-Benzyl-2-fluoro-benzonitrile). Yield: 65.0%. As a reaction SMILES: [O-]S([C:5]([F:8])(F)F)(=O)=O.[Br-].[CH2:10]([Zn+])[C:11]1[CH:16]=[CH:15][CH:14]=[CH:13][CH:12]=1.[Cl-].[NH4+:19]>O1CCCC1.C1C=CC(/C=C/C(/C=C/C2C=CC=CC=2)=O)=CC=1.C1C=CC(/C=C/C(/C=C/C2C=CC=CC=2)=O)=CC=1.[Pd].C1(P(C2C=CC=CC=2)[C-]2C=CC=C2)C=CC=CC=1.[C-]1(P(C2C=CC=CC=2)C2C=CC=CC=2)C=CC=C1.[Fe+2]>[CH2:10]([C:16]1[CH:11]=[CH:12][C:13]([C:14]#[N:19])=[C:5]([F:8])[CH:15]=1)[C:11]1[CH:16]=[CH:15][CH:14]=[CH:13][CH:12]=1 |f:1.2,3.4,6.7.8,9.10.11|. Procedure: To a room temperature solution of 1.5 g (5.57 mmol) of the triflate from Step A above, 0.32 g (6.56 mmol) of bis(dibenzylideneacetone)palladium and 1,1′-bis(diphenylphosphino)-ferrocene in 15 mL of tetrahydrofuran is added to 12.25 mL (6.13 mmol) of a 0.5 M solution of benzylzinc bromide in tetrahydrofuran via syringe. The mixture is heated to 65° C. for 16 hr and cooled to room temperature. The mixture is poured into saturated ammonium chloride and extracted two times with ethyl acetate. The co... Reactants: OC1=CC(NC2=CC=CC=C12)=O (4-hydroxy-1,2-dihydroquinolin-2-one), BrN1C(CCC1=O)=O (N-bromosuccinimide), C(=O)([O-])[O-].[K+].[K+] (K2CO3), FC1=C(CBr)C=CC(=C1)F (2,4 difluorobenzyl bromide). Run in C(Cl)Cl (CH2Cl2), CN(C)C=O (DMF). Conditions: time 1 hour. Yields the product BrC=1C(NC2=CC=CC=C2C1OCC1=C(C=C(C=C1)F)F)=O (3-bromo-4-[(2,4-difluorobenzyl)oxy]quinolin-2(1H)-one). As a reaction SMILES: [OH:1][C:2]1[C:11]2[C:6](=[CH:7][CH:8]=[CH:9][CH:10]=2)[NH:5][C:4](=[O:12])[CH:3]=1.[Br:13]N1C(=O)CCC1=O.C([O-])([O-])=O.[K+].[K+].[F:27][C:28]1[CH:35]=[C:34]([F:36])[CH:33]=[CH:32][C:29]=1[CH2:30]Br>C(Cl)Cl.CN(C=O)C>[Br:13][C:3]1[C:4](=[O:12])[NH:5][C:6]2[C:11]([C:2]=1[O:1][CH2:30][C:29]1[CH:32]=[CH:33][C:34]([F:36])=[CH:35][C:28]=1[F:27])=[CH:10][CH:9]=[CH:8][CH:7]=2 |f:2.3.4|. Reported procedure: To a room temperature solution of 4-hydroxy-1,2-dihydroquinolin-2-one (500 mg, 3.10 mmol) in CH2Cl2 (10.0 mL) was added portion-wise solid N-bromosuccinimide (551.5 mg, 3.10 mmol). The reaction was stirred vigorously for 1.0 h, followed by the sequential addition of K2CO3 (540 mg, 3.90 mmol), DMF (4.0 mL), and 2,4 difluorobenzyl bromide (0.430 mL, 3.30 mmol). The resulting suspension was stirred for 4.5 hours until complete formation of desired product was seen by LCMS analysis. The reaction was... The reactants are [Al+3], [Br-], [Br-], [Br-], CCCCC1(CCCC)CCc2c(OC)cccc2C1=O, CCOCC, Cl, c1ccccc1. Yields the product CCCCC1(CCCC)CCc2c(O)cccc2C1=O. Reaction SMILES: [Al+3:23].[Br-:22].[Br-:24].[Br-:25].[CH2:1]([CH2:2][CH2:3][CH3:4])[C:5]1([CH2:18][CH2:19][CH2:20][CH3:21])[C:6](=[O:17])[c:7]2[cH:8][cH:9][cH:10][c:11]([O:15][CH3:16])[c:12]2[CH2:13][CH2:14]1.[CH3:27][CH2:28][O:29][CH2:30][CH3:31].[ClH:26].[cH:32]1[cH:33][cH:34][cH:35][cH:36][cH:37]1>>[CH2:1]([CH2:2][CH2:3][CH3:4])[C:5]1([CH2:18][CH2:19][CH2:20][CH3:21])[C:6](=[O:17])[c:7]2[cH:8][cH:9][cH:10][c:11]([OH:15])[c:12]2[CH2:13][CH2:14]1. Product: CN1CN(C2(C1=O)CNCCC2)C2=CC=CC=C2 (3-Methyl-1-phenyl-1,3,7-triaza-spiro[4.5]decan-4-one). Reaction SMILES: C(O[C:6]([N:8]1[CH2:13][CH2:12][CH2:11][C:10](=O)[CH2:9]1)=O)(C)(C)C.[NH2:15][C:16]1[CH:21]=[CH:20][CH:19]=[CH:18][CH:17]=1.C[Si]([C:26]#[N:27])(C)C.[OH-:28].[NH4+].[CH:30]#N>C(O)(=O)C.CCOC(C)=O>[CH3:13][N:8]1[C:9](=[O:28])[C:10]2([CH2:11][CH2:12][CH2:26][NH:27][CH2:30]2)[N:15]([C:16]2[CH:21]=[CH:20][CH:19]=[CH:18][CH:17]=2)[CH2:6]1 |f:3.4|. Conditions: time 90 minute. Starting materials: C(C)(C)(C)OC(=O)N1CC(CCC1)=O (3-Oxo-piperidine-1-carboxylic acid tert-butyl ester), NC1=CC=CC=C1 (aniline), ice, [OH-].[NH4+] (ammonium hydroxide), C[Si](C)(C)C#N (Trimethylsilyl cyanide), C#N (HCN). Run in C(C)(=O)O (acetic acid), CCOC(=O)C (EtOAc). Reported procedure: A solution comprising of 3-Oxo-piperidine-1-carboxylic acid tert-butyl ester (2.5 g, 12.55 mol) and aniline (1.28 g, 13.8 mmol) in acetic acid (10 ml) was stirred at RT for 60 mins under nitrogen. Trimethylsilyl cyanide (1.57 ml, 12.55 mmol) was added carefully into the reaction mixture. The reaction mixture was left to stir at RT for a further 90 mins. The reaction mixture was cannulated into a rapidly stirring flask containing crushed ice (50 ml) and concentrated ammonium hydroxide (30 ml) for... Reactants: diamine, C(C1=CC=C(N)C=C1)C1=CC=C(N)C=C1 (4,4'-methylenedianiline), CC(C)(C)OC(=O)ON=C(C#N)C1=CC=CC=C1 (BOC-ON). The solvent is C(Cl)(Cl)Cl (chloroform), C(C)N(CC)CC (triethylamine), C(Cl)(Cl)Cl (chloroform). Reaction conditions: time 6 day. The product is O(C(C)(C)C)C(=O)NC1=CC=C(C=C1)CC1=CC=C(N)C=C1 (N-(t-butoxylcarbonyl)-4,4'methylenedianiline). The yield is 553.0%. RXN SMILES: [CH2:1]([C:9]1[CH:15]=[CH:14][C:12]([NH2:13])=[CH:11][CH:10]=1)[C:2]1[CH:8]=[CH:7][C:5]([NH2:6])=[CH:4][CH:3]=1.[CH3:16][C:17]([O:20][C:21](ON=C(C1C=CC=CC=1)C#N)=[O:22])([CH3:19])[CH3:18]>C(Cl)(Cl)Cl.C(N(CC)CC)C>[O:20]([C:21]([NH:13][C:12]1[CH:14]=[CH:15][C:9]([CH2:1][C:2]2[CH:3]=[CH:4][C:5]([NH2:6])=[CH:7][CH:8]=2)=[CH:10][CH:11]=1)=[O:22])[C:17]([CH3:19])([CH3:18])[CH3:16]. Reported procedure: This synthesis again starts with a monoprotected diamine. To a solution consisting of 8.0 g (40 mmol) 4,4'-methylenedianiline in 60 ml dry chloroform and 0.85 ml triethylamine is added dropwise a solution of 1 g BOC-ON dissolved in 20 ml chloroform. This reaction is allowed to stir at room temperature for 6 days. The reaction mixture is then filtered and the filtrate evaporated to a solid. This solid is then purified by silica gel column chromatography (70% petroleum ether/30% ethyl acetate as e... Starting materials: CI (methyl iodide), FC=1C=CC(=C(C1)NS(=O)(=O)C)[N+](=O)[O-] (N-(5-fluoro-2-nitrophenyl)methanesulfonamide), CI (methyl iodide), C([O-])([O-])=O.[K+].[K+] (potassium carbonate), O (water). Run in CS(=O)C (DMSO). Run at time 24 hour. Yields the product FC=1C=CC(=C(C1)N(S(=O)(=O)C)C)[N+](=O)[O-] (N-(5-Fluoro-2-nitrophenyl)-N-methylmethanesulfonamide). As a reaction SMILES: [F:1][C:2]1[CH:3]=[CH:4][C:5]([N+:13]([O-:15])=[O:14])=[C:6]([NH:8][S:9]([CH3:12])(=[O:11])=[O:10])[CH:7]=1.CI.[C:18](=O)([O-])[O-].[K+].[K+].O>CS(C)=O>[F:1][C:2]1[CH:3]=[CH:4][C:5]([N+:13]([O-:15])=[O:14])=[C:6]([N:8]([CH3:18])[S:9]([CH3:12])(=[O:10])=[O:11])[CH:7]=1 |f:2.3.4|. Procedure details: N-(5-fluoro-2-nitrophenyl)methanesulfonamide compound (5 g, 21 mmol), methyl iodide (3 mL) and potassium carbonate (10 g) were stirred together in DMSO (100 mL) at 80° C. overnight. The reaction was not complete and a further 1 mL of methyl iodide was added. After a further 24 hours at 80° C., water (1000 mL) was added. The solution was decanted from a small amount of sticky residue. The product crystallized out from the aqueous solution (48 hours) and was collected by filtration, washed with wa...